This data is from the Open Reaction Database (ORD), a public repository of structured organic reaction records. The task is: describe an organic reaction: reactants, conditions, products, and yield Starting materials: [Al+3], C1CCOC1, [H-], [H-], [H-], [H-], [K+], [Li+], CC(Cn1ncc2ccc3c(c21)C=CCO3)N=[N+]=[N-], [OH-]. Yields the product CC(N)Cn1ncc2ccc3c(c21)C=CCO3. Reaction SMILES: [Al+3:21].[CH2:28]1[O:29][CH2:30][CH2:31][CH2:32]1.[H-:20].[H-:23].[H-:24].[H-:25].[K+:27].[Li+:22].[N:1](=[N+:2]=[N-:3])[CH:4]([CH2:5][n:6]1[n:7][cH:8][c:9]2[cH:10][cH:11][c:12]3[c:13]([c:14]12)[CH:15]=[CH:16][CH2:17][O:18]3)[CH3:19].[OH-:26]>>[NH2:1][CH:4]([CH2:5][n:6]1[n:7][cH:8][c:9]2[cH:10][cH:11][c:12]3[c:13]([c:14]12)[CH:15]=[CH:16][CH2:17][O:18]3)[CH3:19].